Dataset: the Open Reaction Database (ORD), a public repository of structured organic reaction records. Task: describe an organic reaction: reactants, conditions, products, and yield Reactants: C(C1=CC=CC=C1)C=1C=NC2=C(C=CC=C2C1C=1C=C(C=CC1)N)C(F)(F)F (3-(3-benzyl-8-trifluoromethyl-quinolin-4-yl)-phenylamine), [O-][N+]1=CC=C(C=C1)C1=C(C=O)C=CC=C1 (1-oxidopyridin-4-yl benzaldehyde). Yields the product C(C1=CC=CC=C1)C=1C=NC2=C(C=CC=C2C1C=1C=C(C=CC1)NCC1=CC=[N+](C=C1)[O-])C(F)(F)F ({3-[3-BENZYL-8-(TRIFLUOROMETHYL)QUINOLIN-4-YL]PHENYL}[(1-OXIDOPYRIDIN-4-YL)METHYL]AMINE). As a reaction SMILES: [CH2:1]([C:8]1[CH:9]=[N:10][C:11]2[C:16]([C:17]=1[C:18]1[CH:19]=[C:20]([NH2:24])[CH:21]=[CH:22][CH:23]=1)=[CH:15][CH:14]=[CH:13][C:12]=2[C:25]([F:28])([F:27])[F:26])[C:2]1[CH:7]=[CH:6][CH:5]=[CH:4][CH:3]=1.[O-:29][N+:30]1[CH:35]=[CH:34][C:33]([C:36]2C=CC=CC=2C=O)=[CH:32][CH:31]=1>>[CH2:1]([C:8]1[CH:9]=[N:10][C:11]2[C:16]([C:17]=1[C:18]1[CH:19]=[C:20]([NH:24][CH2:36][C:33]3[CH:34]=[CH:35][N+:30]([O-:29])=[CH:31][CH:32]=3)[CH:21]=[CH:22][CH:23]=1)=[CH:15][CH:14]=[CH:13][C:12]=2[C:25]([F:28])([F:26])[F:27])[C:2]1[CH:3]=[CH:4][CH:5]=[CH:6][CH:7]=1. Procedure: This compound was prepared according to the procedure of example 66, substituting 3-(3-benzyl-8-trifluoromethyl-quinolin-4-yl)-phenylamine and 1-oxidopyridin-4-yl benzaldehyde. MS (ESI) m/z 484.